Dataset: the Open Reaction Database (ORD), a public repository of structured organic reaction records. Task: describe an organic reaction: reactants, conditions, products, and yield The product is FC=1C=C(C=CC1OC)C=1OC2=C(C(C1OC)=O)C(=C(C(=C2CC=C(C)C)O)CC=C(C)C)O (2-(3-fluoro-4-methoxyphenyl)-5,7-dihydroxy-3-methoxy-6,8-di(3-methyl-2-buten-1-yl)-4H-benzopyran-4-one). Procedure details: Under nitrogen atmosphere, 2-methoxy-1-[2,4,6-trihydroxy-3,5-di(3-methyl-2-buten-1-yl)phenyl]ethanone (300 mg, 0.897 mmol), anhydrous potassium carbonate powder (744 mg, 5.38 mmol), TBAB (tetrabutyl ammonium bromide, 434 mg, 1.346 mmol), and 3-fluoro-4-methoxybenzoyl chloride (388 mg, 2.057 mmol) were dissolved in toluene (84 mL), and refluxed for 6 hours. After cooling, toluene was removed, and then water (20 mL) was added. The aqueous solution was extracted with ethyl acetate. The combined org... Solvent: C1(=CC=CC=C1)C (toluene). Yield: 32.8%. As a reaction SMILES: [CH3:1][O:2][CH2:3][C:4]([C:6]1[C:11]([OH:12])=[C:10]([CH2:13][CH:14]=[C:15]([CH3:17])[CH3:16])[C:9]([OH:18])=[C:8]([CH2:19][CH:20]=[C:21]([CH3:23])[CH3:22])[C:7]=1[OH:24])=[O:5].C(=O)([O-])[O-].[K+].[K+].[F:31][C:32]1[CH:33]=[C:34]([CH:38]=[CH:39][C:40]=1[O:41][CH3:42])[C:35](Cl)=O>CCCC[N+](CCCC)(CCCC)CCCC.[Br-].C1(C)C=CC=CC=1>[F:31][C:32]1[CH:33]=[C:34]([C:35]2[O:24][C:7]3[C:8]([CH2:19][CH:20]=[C:21]([CH3:23])[CH3:22])=[C:9]([OH:18])[C:10]([CH2:13][CH:14]=[C:15]([CH3:17])[CH3:16])=[C:11]([OH:12])[C:6]=3[C:4](=[O:5])[C:3]=2[O:2][CH3:1])[CH:38]=[CH:39][C:40]=1[O:41][CH3:42] |f:1.2.3,5.6|. The reagents and catalysts are CCCC[N+](CCCC)(CCCC)CCCC.[Br-] (TBAB). Reactants: COCC(=O)C1=C(C(=C(C(=C1O)CC=C(C)C)O)CC=C(C)C)O (2-methoxy-1-[2,4,6-trihydroxy-3,5-di(3-methyl-2-buten-1-yl)phenyl]ethanone), C([O-])([O-])=O.[K+].[K+] (potassium carbonate), FC=1C=C(C(=O)Cl)C=CC1OC (3-fluoro-4-methoxybenzoyl chloride). Reactants: BrBr (bromine), FC=1C=C(C=CC1OC)O (3-Fluoro-4-methoxy-phenol), O (Water), S(=O)([O-])[O-].[Na+].[Na+] (sodium sulfite). Run in ClCCl (dichloromethane), ClCCl (dichloromethane). Reaction conditions: temperature -15 celsius, time 1 hour. Product: BrC1=C(C=C(C(=C1)OC)F)O (2-Bromo-5-fluoro-4-methoxy-phenol). As a reaction SMILES: [F:1][C:2]1[CH:3]=[C:4]([OH:10])[CH:5]=[CH:6][C:7]=1[O:8][CH3:9].[Br:11]Br.O.S([O-])([O-])=O.[Na+].[Na+]>ClCCl>[Br:11][C:5]1[CH:6]=[C:7]([O:8][CH3:9])[C:2]([F:1])=[CH:3][C:4]=1[OH:10] |f:3.4.5|. Procedure: 3-Fluoro-4-methoxy-phenol (21.32 g; 0.15 mol) prepared according to literature [Freedman, J.; Stewart, K. T.; J. Heterocycl. Chem. 1989, 26, 1547-1554] is dissolved in dry dichloromethane (300 mL). The well stirred reaction mixture is cooled to −15° C. (ice/salt). A solution of bromine (23.97 g; 0.15 mol) in dry dichloromethane (75 mL) is dropped into the reaction mixture. After complete addition stirring is continued for one hour. Water (150 mL) containing sodium sulfite (3.0 g) is added to the... Starting materials: Br, CCO, CN(C)C=O, CN1CC=C(c2cccc3ccccc23)CC1, [H][H]. Product: Br, CN1CCC(c2cccc3ccccc23)CC1. As a reaction SMILES: [BrH:1].[CH3:21][CH2:22][OH:23].[CH3:24][N:25]([CH3:26])[CH:27]=[O:28].[CH3:2][N:3]1[CH2:4][CH2:5][C:6]([c:9]2[cH:10][cH:11][cH:12][c:13]3[cH:14][cH:15][cH:16][cH:17][c:18]23)=[CH:7][CH2:8]1.[H:19][H:20]>>[BrH:1].[CH3:2][N:3]1[CH2:4][CH2:5][CH:6]([c:9]2[cH:10][cH:11][cH:12][c:13]3[cH:14][cH:15][cH:16][cH:17][c:18]23)[CH2:7][CH2:8]1. Reactants: O=C([O-])O, CC(=O)NC(Cc1ccc(Br)cc1)C(=O)O, ClCCl, CCN=C=NCCCN(C)C, Cl, CCC(C)(C)CC(O)CN, [Na+], On1nnc2ccccc21. RXN SMILES: [C:1](=[O:2])([OH:3])[O-:4].[C:6]([CH3:7])(=[O:8])[NH:9][CH:10]([C:11](=[O:12])[OH:13])[CH2:14][c:15]1[cH:16][cH:17][c:18]([Br:21])[cH:19][cH:20]1.[CH2:54]([Cl:55])[Cl:56].[CH3:33][N:34]([CH3:35])[CH2:36][CH2:37][CH2:38][N:39]=[C:40]=[N:41][CH2:42][CH3:43].[ClH:32].[NH2:22][CH2:23][CH:24]([CH2:25][C:26]([CH2:27][CH3:28])([CH3:29])[CH3:30])[OH:31].[Na+:5].[OH:44][n:45]1[c:46]2[cH:47][cH:48][cH:49][cH:50][c:51]2[n:52][n:53]1>>[C:6]([CH3:7])(=[O:8])[NH:9][CH:10]([C:11](=[O:13])[NH:22][CH2:23][CH:24]([CH2:25][C:26]([CH2:27][CH3:28])([CH3:29])[CH3:30])[OH:31])[CH2:14][c:15]1[cH:16][cH:17][c:18]([Br:21])[cH:19][cH:20]1. The product is CCC(C)(C)CC(O)CNC(=O)C(Cc1ccc(Br)cc1)NC(C)=O. The reactants are BrC=1C=C(C=C(C1)Br)C=1SC2=C(N1)C=CC=C2 (2-(3,5-dibromophenyl)benzo[d]thiazole), N1=CC(=CC=C1)B(O)O (pyridine-3-boronic acid), C([O-])([O-])=O.[K+].[K+] (potassium carbonate). The reagents and catalysts are C=1C=CC(=CC1)[P](C=2C=CC=CC2)(C=3C=CC=CC3)[Pd]([P](C=4C=CC=CC4)(C=5C=CC=CC5)C=6C=CC=CC6)([P](C=7C=CC=CC7)(C=8C=CC=CC8)C=9C=CC=CC9)[P](C=1C=CC=CC1)(C=1C=CC=CC1)C=1C=CC=CC1 (tetrakis(triphenylphosphine)palladium). The solvent is O1CCCC1.O (tetrahydrofuran H2O). Product: BrC=1C=C(C=C(C1)C=1C=NC=CC1)C=1SC2=C(N1)C=CC=C2 (2-(3-bromo-5-(pyridin-3-yl)phenyl)benzo[d]thiazole). As a reaction SMILES: Br[C:2]1[CH:3]=[C:4]([C:9]2[S:10][C:11]3[CH:17]=[CH:16][CH:15]=[CH:14][C:12]=3[N:13]=2)[CH:5]=[C:6]([Br:8])[CH:7]=1.[N:18]1[CH:23]=[CH:22][CH:21]=[C:20](B(O)O)[CH:19]=1.C(=O)([O-])[O-].[K+].[K+]>O1CCCC1.O.C1C=CC([P]([Pd]([P](C2C=CC=CC=2)(C2C=CC=CC=2)C2C=CC=CC=2)([P](C2C=CC=CC=2)(C2C=CC=CC=2)C2C=CC=CC=2)[P](C2C=CC=CC=2)(C2C=CC=CC=2)C2C=CC=CC=2)(C2C=CC=CC=2)C2C=CC=CC=2)=CC=1>[Br:8][C:6]1[CH:5]=[C:4]([C:9]2[S:10][C:11]3[CH:17]=[CH:16][CH:15]=[CH:14][C:12]=3[N:13]=2)[CH:3]=[C:2]([C:20]2[CH:19]=[N:18][CH:23]=[CH:22][CH:21]=2)[CH:7]=1 |f:2.3.4,5.6,^1:42,44,63,82|. Procedure details: 4.74 g (12.8 mmol) of 2-(3,5-dibromophenyl)benzo[d]thiazole) according to Synthesis Example 5, 1.89 g (15.4 mmol) of pyridine-3-boronic acid, 0.44 g (3 mol %) of tetrakis(triphenylphosphine)palladium (0), and 5.31 g (38.4 mmol) of potassium carbonate were dissolved in 50 ml of tetrahydrofuran/H2O mixed in a volume ratio of 4/1. The solution was reacted at 80° C. for 12 hours. The acquired reactant was extracted with ethyl acetate and treated under reduced pressure to remove the solvent. The extr... Reported procedure: 1-acetyl-3-[1-hydroxy-1-(4-bromo-phenyl)methylidene}-2-indolinone and 2 equivalents of PCl5 are heated in toluene for 1 hour at 100° C. The mixture is filtered, evaporated down in vacuo and petroleum ether is added to the oily evaporation residue. As a reaction SMILES: [C:1]([N:4]1[C:12]2[C:7](=[CH:8][CH:9]=[CH:10][CH:11]=2)[C:6](=[C:13](O)[C:14]2[CH:19]=[CH:18][C:17]([Br:20])=[CH:16][CH:15]=2)[C:5]1=[O:22])(=[O:3])[CH3:2].P(Cl)(Cl)(Cl)(Cl)[Cl:24]>C1(C)C=CC=CC=1>[C:1]([N:4]1[C:12]2[C:7](=[CH:8][CH:9]=[CH:10][CH:11]=2)[C:6](=[C:13]([Cl:24])[C:14]2[CH:19]=[CH:18][C:17]([Br:20])=[CH:16][CH:15]=2)[C:5]1=[O:22])(=[O:3])[CH3:2]. The solvent is C1(=CC=CC=C1)C (toluene). Reactants: C(C)(=O)N1C(C(C2=CC=CC=C12)=C(C1=CC=C(C=C1)Br)O)=O (1-acetyl-3-[1-hydroxy-1-(4-bromo-phenyl)methylidene}-2-indolinone), P(Cl)(Cl)(Cl)(Cl)Cl (PCl5). Product: C(C)(=O)N1C(C(C2=CC=CC=C12)=C(C1=CC=C(C=C1)Br)Cl)=O (1-acetyl-3-[1-chloro-1-(4-bromo-phenyl)methylidene]-2-indolinone).